Task: describe an organic reaction: reactants, conditions, products, and yield. Dataset: the Open Reaction Database (ORD), a public repository of structured organic reaction records The reactants are CS(C)=O, O=C(NC1CC1)Oc1ccccc1, O, Nc1ccc(Oc2ncnc3[nH]c(-c4ccccc4)cc23)cc1. Yields the product O=C(Nc1ccc(Oc2ncnc3[nH]c(-c4ccccc4)cc23)cc1)NC1CC1. Reaction SMILES: [CH3:14][S:15]([CH3:16])=[O:17].[CH:1]1([NH:4][C:5]([O:6][c:8]2[cH:9][cH:10][cH:11][cH:12][cH:13]2)=[O:7])[CH2:2][CH2:3]1.[OH2:41].[c:18]1(-[c:24]2[cH:25][c:26]3[c:27]([n:28][cH:29][n:30][c:31]3[O:32][c:33]3[cH:34][cH:35][c:36]([NH2:39])[cH:37][cH:38]3)[nH:40]2)[cH:19][cH:20][cH:21][cH:22][cH:23]1>>[CH:1]1([NH:4][C:5](=[O:6])[NH:39][c:36]2[cH:35][cH:34][c:33]([O:32][c:31]3[c:26]4[cH:25][c:24](-[c:18]5[cH:19][cH:20][cH:21][cH:22][cH:23]5)[nH:40][c:27]4[n:28][cH:29][n:30]3)[cH:38][cH:37]2)[CH2:2][CH2:3]1. The reactants are N-Aryl-benzenesulfonamides, NC1=C(C=C(C=C1)Cl)C(=O)C1=CC=CC=C1 ((2-Amino-5-chloro-phenyl)-phenyl-methanone), CC(CC)(C)C1=CC=C(C=C1)S(=O)(=O)Cl (4-(1,1-dimethyl-propyl)-benzenesulfonyl chloride). The product is C(C1=CC=CC=C1)(=O)C1=C(C=CC(=C1)Cl)NS(=O)(=O)C1=CC=C(C=C1)C(CC)(C)C (N-(2-Benzoyl-4-chloro-phenyl)-4-(1,1-dimethyl-propyl)-benzenesulfonamide). As a reaction SMILES: [NH2:1][C:2]1[CH:7]=[CH:6][C:5]([Cl:8])=[CH:4][C:3]=1[C:9]([C:11]1[CH:16]=[CH:15][CH:14]=[CH:13][CH:12]=1)=[O:10].[CH3:17][C:18]([C:22]1[CH:27]=[CH:26][C:25]([S:28](Cl)(=[O:30])=[O:29])=[CH:24][CH:23]=1)([CH3:21])[CH2:19][CH3:20]>>[C:9]([C:3]1[CH:4]=[C:5]([Cl:8])[CH:6]=[CH:7][C:2]=1[NH:1][S:28]([C:25]1[CH:26]=[CH:27][C:22]([C:18]([CH3:17])([CH3:21])[CH2:19][CH3:20])=[CH:23][CH:24]=1)(=[O:30])=[O:29])(=[O:10])[C:11]1[CH:12]=[CH:13][CH:14]=[CH:15][CH:16]=1. Procedure: The title compound was prepared according to the general procedure for the synthesis of N-Aryl-benzenesulfonamides previously described using 116 mg of (2-Amino-5-chloro-phenyl)-phenyl-methanone and 123 mg of 4-(1,1-dimethyl-propyl)-benzenesulfonyl chloride. 1H-NMR (400 MHz, CDCl3): δ 0.56 (t, 3H, J=7.2 Hz), 1.18 (s, 6H), 1.54 (q, 2H, J=7.2 Hz), 7.25 (d, 2H, J=8.4 Hz), 7.34 (d, 1H, J=2.8 Hz), 7.40 (m, 4H), 7.45 (dd, 1H, J=8.8 Hz, 2.0 Hz), 7.56-7.62 (m, 3H, 7.78 (d, 1H, J=8.8 Hz), 9.95 (s, 1H). M... The reactants are C(#N)C=C(C1=CC=C(C=C1)C(F)(F)F)NC(OCC)=O (Ethyl {2-cyano-1-[4-(trifluoromethyl)phenyl]ethenyl}carbamate), N(N)C(C(=O)OCC)=O (ethyl hydrazino(oxo)acetate), O (water). Solvent: CN1CCCC1=O (NMP). Conditions: temperature 160 celsius, time 4 hour. The product is OC1=NC(=CC=2N1N=C(N2)C(=O)OCC)C2=CC=C(C=C2)C(F)(F)F (Ethyl 5-hydroxy-7-[4-(trifluoromethyl)phenyl][1,2,4]triazolo[1,5-c]pyrimidine-2-carboxylate). Reaction SMILES: [C:1]([CH:3]=[C:4]([NH:15][C:16](=O)[O:17]CC)[C:5]1[CH:10]=[CH:9][C:8]([C:11]([F:14])([F:13])[F:12])=[CH:7][CH:6]=1)#[N:2].[NH:21]([C:23](=O)[C:24]([O:26][CH2:27][CH3:28])=[O:25])[NH2:22].O>CN1C(=O)CCC1>[OH:17][C:16]1[N:22]2[N:21]=[C:23]([C:24]([O:26][CH2:27][CH3:28])=[O:25])[N:2]=[C:1]2[CH:3]=[C:4]([C:5]2[CH:10]=[CH:9][C:8]([C:11]([F:12])([F:13])[F:14])=[CH:7][CH:6]=2)[N:15]=1. Reported procedure: 2.4 g (8.4 mmol) of ethyl {2-cyano-1-[4-(trifluoromethyl)phenyl]ethenyl}carbamate (Example 129A) and 1.24 g (8.4 mmol) of ethyl hydrazino(oxo)acetate are dissolved in NMP (16 ml) and stirred in a flask with a calcium chloride drying tube at an oil-bath temperature of 160° C. for 4 h. The reaction mixture is cooled to RT and poured into water (100 ml), and the precipitate is filtered off, washed with water and diethyl ether and dried. 1.90 g (64% of theory) of the crude product are obtained.